This data is from the Open Reaction Database (ORD), a public repository of structured organic reaction records. The task is: describe an organic reaction: reactants, conditions, products, and yield Reactants: COC(=O)CCCCCCCC1CCC(C(OC)OC)O1, CC(C)=O, Cc1ccc(S(=O)(=O)O)cc1. The product is COC(=O)CCCCCCCC1CCC(C=O)O1. As a reaction SMILES: [CH3:1][O:2][C:3]([CH2:4][CH2:5][CH2:6][CH2:7][CH2:8][CH2:9][CH2:10][CH:11]1[O:12][CH:13]([CH:16]([O:17][CH3:20])[O:18][CH3:19])[CH2:14][CH2:15]1)=[O:21].[CH3:33][C:34](=[O:35])[CH3:36].[c:22]1([CH3:23])[cH:24][cH:25][c:26]([S:27]([OH:28])(=[O:29])=[O:30])[cH:31][cH:32]1>>[CH3:1][O:2][C:3]([CH2:4][CH2:5][CH2:6][CH2:7][CH2:8][CH2:9][CH2:10][CH:11]1[O:12][CH:13]([CH:16]=[O:17])[CH2:14][CH2:15]1)=[O:21].